From a dataset of the Open Reaction Database (ORD), a public repository of structured organic reaction records. describe an organic reaction: reactants, conditions, products, and yield Reactants: BrBr (Bromine), ClC1=CC=C2C(=CC=NC2=C1)NCCO (7-chloro-N-(2-hydroxyethyl)-4-quinolinamine). The solvent is C(C)(=O)O (acetic acid). Reaction conditions: time 8 hour. Product: BrC=1C=NC2=CC(=CC=C2C1NCCO)Cl (3-Bromo-7-chloro-N-(2-hydroxyethyl)-4-quinolinamine). Reaction SMILES: [Br:1]Br.[Cl:3][C:4]1[CH:13]=[C:12]2[C:7]([C:8]([NH:14][CH2:15][CH2:16][OH:17])=[CH:9][CH:10]=[N:11]2)=[CH:6][CH:5]=1>C(O)(=O)C>[Br:1][C:9]1[CH:10]=[N:11][C:12]2[C:7]([C:8]=1[NH:14][CH2:15][CH2:16][OH:17])=[CH:6][CH:5]=[C:4]([Cl:3])[CH:13]=2. Procedure: Bromine (4.3 g) was added dropwise to a solution of 7-chloro-N-(2-hydroxyethyl)-4-quinolinamine (6 g) in 60 ml of acetic acid. The mixture was stirred overnight and the solid separated by filtration. This solid was dispensed in 100 ml of water and the mixture made alkaline (pH=8) with a sodium bicarbonate solution. After two hours of stirring, the product was filtered and recrystallized twice from isopropanol and from ethanol. The yield was 3.5 g, mp 169°-170° C. Reported procedure: Reduce the product of Step 1 (9.7 g) with Pearlman's catalyst (3.5 g) in EtOAc (75 ml) and ethanol (25 ml) at 50 psi H2 for 3 hours. Filter, concentrate and wash the resultant residue with 3:1 hexane:diethyl ether to give the title compound (7.8 g). As a reaction SMILES: [C:1]([CH2:9][CH2:10][C@H:11]([NH:15][C:16](=[O:21])[C:17]([F:20])([F:19])[F:18])[C:12]([OH:14])=[O:13])(=O)[C:2]1[CH:7]=[CH:6][CH:5]=[CH:4][CH:3]=1>[OH-].[OH-].[Pd+2].CCOC(C)=O.C(O)C>[C:2]1([CH2:1][CH2:9][CH2:10][C@H:11]([NH:15][C:16](=[O:21])[C:17]([F:19])([F:20])[F:18])[C:12]([OH:14])=[O:13])[CH:7]=[CH:6][CH:5]=[CH:4][CH:3]=1 |f:1.2.3|. Reactants: C(C1=CC=CC=C1)(=O)CC[C@@H](C(=O)O)NC(C(F)(F)F)=O (4-Benzoyl-2(S)-trifluoroacetamidobutyric acid). The reagents and catalysts are [OH-].[OH-].[Pd+2] (Pearlman's catalyst). Yields the product C1(=CC=CC=C1)CCC[C@@H](C(=O)O)NC(C(F)(F)F)=O (5-Phenyl-2(S)-trifluoroacetamidopentanoic acid). The solvent is C(C)O (ethanol), CCOC(=O)C (EtOAc). Isolated yield 84.3%.